From a dataset of the Open Reaction Database (ORD), a public repository of structured organic reaction records. describe an organic reaction: reactants, conditions, products, and yield Starting materials: O1CCN(CC1)C1=NC=CC(=C1)C=1C=C2C(=NC=NN2C1)O (6-(2-morpholinopyridin-4-yl)pyrrolo[2,1-f][1,2,4]triazin-4-ol), O=P(Cl)(Cl)Cl (POCl3). Reagents/catalysts: CN(C)C=O (DMF). The solvent is C1(=CC=CC=C1)C (toluene). Run at temperature 100 celsius. Yields the product ClC1=NC=NN2C1=CC(=C2)C2=CC(=NC=C2)N2CCOCC2 (4-Chloro-6-(2-morpholinopyridin-4-yl)pyrrolo[2,1-f][1,2,4]triazine). Reaction SMILES: [O:1]1[CH2:6][CH2:5][N:4]([C:7]2[CH:12]=[C:11]([C:13]3[CH:14]=[C:15]4[N:20]([CH:21]=3)[N:19]=[CH:18][N:17]=[C:16]4O)[CH:10]=[CH:9][N:8]=2)[CH2:3][CH2:2]1.O=P(Cl)(Cl)[Cl:25]>C1(C)C=CC=CC=1.CN(C=O)C>[Cl:25][C:16]1[C:15]2=[CH:14][C:13]([C:11]3[CH:10]=[CH:9][N:8]=[C:7]([N:4]4[CH2:5][CH2:6][O:1][CH2:2][CH2:3]4)[CH:12]=3)=[CH:21][N:20]2[N:19]=[CH:18][N:17]=1. Procedure: To a suspension of 6-(2-morpholinopyridin-4-yl)pyrrolo[2,1-f][1,2,4]triazin-4-ol (110 mg, 0.37 mmol) in toluene (100 mL) were added one drop of DMF and POCl3 (30 mL). The flask was sealed and heated at 100° C. for 3 d. The reaction mixture was cooled to rt and concentrated in vacuo. The residue was then dissolved in DCM, neutralized with saturated aq. NaHCO3 solution and the organic layer was separated. The aqueous layer was extracted with DCM (2×50 mL). The combined organic layers were dried ov... Reactants: 5,6,7,8-tetrahydropyrido[3,4-d]pyrimidin-4, 3H)-one, ClC1=NC=CC=C1C(F)(F)F (2-chloro-3-(trifluoromethyl)pyridine), C(C)(C)N(C(C)C)CC (N,N-diisopropylethylamine), CN1C(CCC1)=O (N-methylpyrrolidinone), solid, P(=O)(Cl)(Cl)Cl (Phosphoryl chloride), CN(C1=CC=CC=C1)C (N,N-Dimethylaniline), ClCCCl (1,2-Dichloroethane), C([O-])(O)=O.[Na+] (sodium bicarbonate). Run in ClCCl (dichloromethane), O (water). Conditions: temperature 150 celsius. The product is ClC=1C2=C(N=CN1)CN(CC2)C2=NC=CC=C2C(F)(F)F (4-Chloro-7-(3-(trifluoromethyl)pyridin-2-yl)-5,6,7,8-tetrahydropyrido[3,4-d]pyrimidine). Reaction SMILES: Cl[C:2]1[C:7]([C:8]([F:11])([F:10])[F:9])=[CH:6][CH:5]=[CH:4][N:3]=1.C([N:15]([CH2:19][CH3:20])[CH:16]([CH3:18])C)(C)C.C[N:22]1[CH2:26]CCC1=O.P(Cl)(Cl)(Cl)=O.C[N:34](C)C1C=CC=CC=1.C(=O)(O)[O-].[Na+].[Cl:47][CH2:48][CH2:49]Cl>ClCCl.O>[Cl:47][C:48]1[C:49]2[CH2:18][CH2:16][N:15]([C:2]3[C:7]([C:8]([F:11])([F:10])[F:9])=[CH:6][CH:5]=[CH:4][N:3]=3)[CH2:19][C:20]=2[N:34]=[CH:26][N:22]=1 |f:5.6|. Procedure details: A mixture of 5,6,7,8-tetrahydropyrido[3,4-d]pyrimidin-4)3H)-one (1.5 g, 0.0099 mol), 2-chloro-3-(trifluoromethyl)pyridine (2.7 g, 0.015 mol) and N,N-diisopropylethylamine (2.6 mL, 0.015 mol) in N-methylpyrrolidinone (9 mL, 0.09 mol) was heated in a sealed vessel via microwave at 150° C. for 2 hours. After cooling to rt, the reaction mixture was poured into water (30 mL) and extracted with ethyl acetate (4×30 mL). The combined extracts were washed with brine and dried over magnesium sulfate and c... The reactants are COCCNc1cccc(-c2nn(C3CCCCO3)c3ccc(C(N)=O)cc23)c1, Cc1ccccc1. As a reaction SMILES: [CH3:1][O:2][CH2:3][CH2:4][NH:5][c:6]1[cH:7][c:8](-[c:12]2[n:13][n:14]([CH:24]3[CH2:25][CH2:26][CH2:27][CH2:28][O:29]3)[c:15]3[cH:16][cH:17][c:18]([C:21](=[O:22])[NH2:23])[cH:19][c:20]23)[cH:9][cH:10][cH:11]1.[CH3:30][c:31]1[cH:32][cH:33][cH:34][cH:35][cH:36]1>>[CH3:1][O:2][CH2:3][CH2:4][NH:5][c:6]1[cH:7][c:8](-[c:12]2[n:13][nH:14][c:15]3[cH:16][cH:17][c:18]([C:21](=[O:22])[NH2:23])[cH:19][c:20]23)[cH:9][cH:10][cH:11]1. Product: COCCNc1cccc(-c2n[nH]c3ccc(C(N)=O)cc23)c1. Starting materials: TEA, C(#C)[Si](C)(C)C (ethynyltrimethylsilane), BrC=1C(=NC=C(C1)Cl)C#N (3-bromo-5-chloropicolinonitrile). The reagents and catalysts are [Cu]I (copper (I) iodide), C1(=CC=CC=C1)P(C1=CC=CC=C1)C1=CC=CC=C1.C1(=CC=CC=C1)P(C1=CC=CC=C1)C1=CC=CC=C1.C1(=CC=CC=C1)P(C1=CC=CC=C1)C1=CC=CC=C1.C1(=CC=CC=C1)P(C1=CC=CC=C1)C1=CC=CC=C1.[Pd] (palladium (0) tetrakis(triphenylphosphine)). Run in CN(C)C=O (DMF). Conditions: time 15 minute. Yields the product ClC=1C=C(C(=NC1)C#N)C#C[Si](C)(C)C (5-Chloro-3-((trimethylsilyl)ethynyl)picolinonitrile). Isolated yield 39.9%. RXN SMILES: [C:1]([Si:3]([CH3:6])([CH3:5])[CH3:4])#[CH:2].Br[C:8]1[C:9]([C:15]#[N:16])=[N:10][CH:11]=[C:12]([Cl:14])[CH:13]=1>[Cu]I.C1(P(C2C=CC=CC=2)C2C=CC=CC=2)C=CC=CC=1.C1(P(C2C=CC=CC=2)C2C=CC=CC=2)C=CC=CC=1.C1(P(C2C=CC=CC=2)C2C=CC=CC=2)C=CC=CC=1.C1(P(C2C=CC=CC=2)C2C=CC=CC=2)C=CC=CC=1.[Pd].CN(C=O)C>[Cl:14][C:12]1[CH:13]=[C:8]([C:2]#[C:1][Si:3]([CH3:6])([CH3:5])[CH3:4])[C:9]([C:15]#[N:16])=[N:10][CH:11]=1 |f:3.4.5.6.7|. Procedure: A pressure vessel was charged with TEA (7.65 mL, 55.2 mmol), ethynyltrimethylsilane (2.32 mL, 16.6 mmol), copper (I) iodide (0.263 g, 1.380 mmol), palladium (0) tetrakis(triphenylphosphine) (0.558 g, 0.483 mmol), 3-bromo-5-chloropicolinonitrile (3.0 g, 13.8 mmol), and DMF (50 ml). The vessel was flushed with argon, sealed, stirred at ambient temperature for 15 minutes, and then heated at 50° C. for 4 hours. The solution was diluted with water and extracted with EtOAc. The combined organic layers...